This data is from the Open Reaction Database (ORD), a public repository of structured organic reaction records. The task is: describe an organic reaction: reactants, conditions, products, and yield Starting materials: CN(C=O)C (N,N-dimethylformamide), S(=O)(Cl)Cl (thionyl chloride), COC(=O)C=1C=C2C(=CN(C2=CC1)C)CC1=C(C=C(C(=O)O)C=C1)OC (4-(5-methoxycarbonyl-1-methylindol-3-ylmethyl)-3-methoxybenzoic acid). Solvent: ClCCl (dichloromethane), ClCCl (dichloromethane). Run at time 2 hour. Yields the product COC(=O)C=1C=C2C(=CN(C2=CC1)C)CC1=C(C=C(C(=O)Cl)C=C1)OC (4-(5-methoxycarbonyl-1-methylindol-3-ylmethyl)-3-methoxybenzoyl chloride). Reaction SMILES: S(Cl)([Cl:3])=O.[CH3:5][O:6][C:7]([C:9]1[CH:10]=[C:11]2[C:15](=[CH:16][CH:17]=1)[N:14]([CH3:18])[CH:13]=[C:12]2[CH2:19][C:20]1[CH:28]=[CH:27][C:23]([C:24](O)=[O:25])=[CH:22][C:21]=1[O:29][CH3:30])=[O:8].CN(C)C=O>ClCCl>[CH3:5][O:6][C:7]([C:9]1[CH:10]=[C:11]2[C:15](=[CH:16][CH:17]=1)[N:14]([CH3:18])[CH:13]=[C:12]2[CH2:19][C:20]1[CH:28]=[CH:27][C:23]([C:24]([Cl:3])=[O:25])=[CH:22][C:21]=1[O:29][CH3:30])=[O:8]. Procedure: A solution of thionyl chloride (2.42 ml, 33 mmole) in dichloromethane (10 ml) was added dropwise over 5 minutes to a suspension of the product of step b) (10.59 g, 30 mmole) in dichloromethane (90 ml) containing N,N-dimethylformamide (0.2 ml), stirred at reflux under an atmosphere of nitrogen. After 2 hours, solvent was removed from the resulting yellow solution by distillation, approximately 85 ml distillate being collected. Dilution of the residue with methyl t-butyl ether was followed by stir... The reactants are C(C)(C)(C)OC=1C=C(C(=O)OCC)C=CC1 (ethyl 3-tert-butyloxybenzoate), [H-].[Al+3].[Li+].[H-].[H-].[H-] (lithium aluminum hydride), O (water). Solvent: O1CCCC1 (tetrahydrofuran). Run at time 1 hour. The product is C(C)(C)(C)OC=1C=C(CO)C=CC1 (3-tert-butyloxybenzyl alcohol). Reaction SMILES: [C:1]([O:5][C:6]1[CH:7]=[C:8]([CH:14]=[CH:15][CH:16]=1)[C:9](OCC)=[O:10])([CH3:4])([CH3:3])[CH3:2].[H-].[Al+3].[Li+].[H-].[H-].[H-].O>O1CCCC1>[C:1]([O:5][C:6]1[CH:7]=[C:8]([CH:14]=[CH:15][CH:16]=1)[CH2:9][OH:10])([CH3:4])([CH3:2])[CH3:3] |f:1.2.3.4.5.6|. Procedure details: To a solution of ethyl 3-tert-butyloxybenzoate (16.7 g, 80 mmol) in tetrahydrofuran (100 ml) was added lithium aluminum hydride (4.55 g, 120 mmol) by small portions under ice-cooling. The mixture was stirred at room temperature for 1 hr. and water (10 ml) was added under ice-cooling to allow decomposition. Insoluble material was filtered off and the solvent was evaporated under reduced pressure. The residue was purified by silica gel chromatography (hexane:ethyl acetate=3:1-2:1) to give the obje... Reactants: ClC=1SC(=CN1)C#N (2-chloro-thiazole-5-carbonitrile), N1(CCOCC1)C1=CC(=NC=N1)N (6-Morpholin-4-yl-pyrimidin-4-ylamine), ClC=1SC(=CN1)C#N (2-chloro-thiazole-5-carbonitrile), [H-].[Na+] (Sodium hydride). Run in C1CCOC1 (THF). Conditions: temperature 45 celsius. Product: N1(CCOCC1)C1=CC(=NC=N1)NC=1SC(=CN1)C#N (2-(6-Morpholin-4-yl-pyrimidin-4-ylamino)-thiazole-5-carbonitrile). RXN SMILES: [N:1]1([C:7]2[N:12]=[CH:11][N:10]=[C:9]([NH2:13])[CH:8]=2)[CH2:6][CH2:5][O:4][CH2:3][CH2:2]1.[H-].[Na+].Cl[C:17]1[S:18][C:19]([C:22]#[N:23])=[CH:20][N:21]=1>C1COCC1>[N:1]1([C:7]2[N:12]=[CH:11][N:10]=[C:9]([NH:13][C:17]3[S:18][C:19]([C:22]#[N:23])=[CH:20][N:21]=3)[CH:8]=2)[CH2:2][CH2:3][O:4][CH2:5][CH2:6]1 |f:1.2|. Reported procedure: 6-Morpholin-4-yl-pyrimidin-4-ylamine (185 mg, 1.03 mmol) was stirred in 5 mL anhydrous THF under N2. Sodium hydride (82 mg, 60% dispersion, 2.05 mmol) was added and the reaction was warmed to 45° C. for 5 minutes. 2-chloro-thiazole-5-carbonitrile (208 mg, 1.44 mmol) was added and the reaction was heated to reflux. After 30 minutes added additional 2-chloro-thiazole-5-carbonitrile (85 mg, 0.59 mmol). After an additional 1 hour the reaction was cooled to room temperature, quenched with water and t... The reactants are CS(C)=O, CCO, N#Cc1ccc(-c2ccc(F)cc2)[nH]c1=O, C1CCN(C2CCNCC2)CC1. Product: N#Cc1ccc(-c2ccc(N3CCC(N4CCCCC4)CC3)cc2)[nH]c1=O. RXN SMILES: [CH3:29][S:30](=[O:31])[CH3:32].[CH3:33][CH2:34][OH:35].[F:1][c:2]1[cH:3][cH:4][c:5](-[c:8]2[nH:9][c:10](=[O:16])[c:11]([C:12]#[N:13])[cH:14][cH:15]2)[cH:6][cH:7]1.[N:17]1([CH:23]2[CH2:24][CH2:25][NH:26][CH2:27][CH2:28]2)[CH2:18][CH2:19][CH2:20][CH2:21][CH2:22]1>>[c:2]1([N:26]2[CH2:25][CH2:24][CH:23]([N:17]3[CH2:18][CH2:19][CH2:20][CH2:21][CH2:22]3)[CH2:28][CH2:27]2)[cH:3][cH:4][c:5](-[c:8]2[nH:9][c:10](=[O:16])[c:11]([C:12]#[N:13])[cH:14][cH:15]2)[cH:6][cH:7]1. Starting materials: O=Cc1sccc1Br, Sc1ccccc1. The product is O=Cc1sccc1Sc1ccccc1. Reaction SMILES: [Br:8][c:9]1[c:10]([CH:14]=[O:15])[s:11][cH:12][cH:13]1.[SH:1][c:2]1[cH:3][cH:4][cH:5][cH:6][cH:7]1>>[S:1]([c:2]1[cH:3][cH:4][cH:5][cH:6][cH:7]1)[c:9]1[c:10]([CH:14]=[O:15])[s:11][cH:12][cH:13]1. Starting materials: IC1=C(C=C(C(=O)N2CC=3N(CC4=C2C=CC=C4)C(=CC3)C(=O)NCC=3C=NC=CC3)C=C1)C (10-(4-Iodo-3-methylbenzoyl)-N-(pyridin-3-ylmethyl)-10,11-dihydro-5H-pyrrolo[2,1-c][1,4]benzodiazepine-3-carboxamide), S1C(=CC=C1)B(O)O (2-thiopheneboronic acid), C([O-])([O-])=O.[K+].[K+] (potassium carbonate). The reagents and catalysts are C1=CC=C(C=C1)P([C-]2C=CC=C2)C3=CC=CC=C3.C1=CC=C(C=C1)P([C-]2C=CC=C2)C3=CC=CC=C3.Cl[Pd]Cl.[Fe+2] ([1,1′-Bis(diphenylphosphino)ferrocene]dichloropalladium). Solvent: C(OC)COC (dimethoxyethane). Run at temperature 90 celsius. The product is CC=1C=C(C(=O)N2CC=3N(CC4=C2C=CC=C4)C(=CC3)C(=O)NCC=3C=NC=CC3)C=CC1C=1SC=CC1 (10-(3-METHYL-4-THIEN-2-YLBENZOYL)-N-(PYRIDIN-3-YLMETHYL)-10,11-DIHYDRO-5H-PYRROLO[2,1-C][1,4]BENZODIAZEPINE-3-CARBOXAMIDE). Yield: 123.7%. Reaction SMILES: I[C:2]1[CH:33]=[CH:32][C:5]([C:6]([N:8]2[C:14]3[CH:15]=[CH:16][CH:17]=[CH:18][C:13]=3[CH2:12][N:11]3[C:19]([C:22]([NH:24][CH2:25][C:26]4[CH:27]=[N:28][CH:29]=[CH:30][CH:31]=4)=[O:23])=[CH:20][CH:21]=[C:10]3[CH2:9]2)=[O:7])=[CH:4][C:3]=1[CH3:34].[S:35]1[CH:39]=[CH:38][CH:37]=[C:36]1B(O)O.C(=O)([O-])[O-].[K+].[K+]>C(COC)OC.C1C=CC(P(C2C=CC=CC=2)[C-]2C=CC=C2)=CC=1.C1C=CC(P(C2C=CC=CC=2)[C-]2C=CC=C2)=CC=1.Cl[Pd]Cl.[Fe+2]>[CH3:34][C:3]1[CH:4]=[C:5]([CH:32]=[CH:33][C:2]=1[C:36]1[S:35][CH:39]=[CH:38][CH:37]=1)[C:6]([N:8]1[C:14]2[CH:15]=[CH:16][CH:17]=[CH:18][C:13]=2[CH2:12][N:11]2[C:19]([C:22]([NH:24][CH2:25][C:26]3[CH:27]=[N:28][CH:29]=[CH:30][CH:31]=3)=[O:23])=[CH:20][CH:21]=[C:10]2[CH2:9]1)=[O:7] |f:2.3.4,6.7.8.9|. Procedure details: A mixture of 10-(4-iodo-3-methylbenzoyl)-N-(pyridin-3-ylmethyl)-10,11-dihydro-5H-pyrrolo[2,1-c][1,4]benzodiazepine-3-carboxamide of Example 74 (0.300 g, 0.53 mmol), 2-thiopheneboronic acid (0.102 g, 0.80 mmol) and potassium carbonate (0.221 g, 1.60 mmol) in dimethoxyethane:water (8 mL:2 mL) was purged with nitrogen for 10 minutes. [1,1′-bis(Diphenylphosphino)ferrocene]dichloropalladium [II] (0.022 g, 0.0266 mmol) was then added and the reaction mixture heated to 90° C. for 4 hours. The cooled re...